The task is: describe an organic reaction: reactants, conditions, products, and yield. This data is from the Open Reaction Database (ORD), a public repository of structured organic reaction records. Reactants: CC(C)(C)[Si](C)(C)Cl, C1CCOC1, OCc1ccc(Cl)cc1F, c1c[nH]cn1. Yields the product CC(C)(C)[Si](C)(C)OCc1ccc(Cl)cc1F. Reaction SMILES: [C:16]([CH3:17])([CH3:18])([CH3:19])[Si:20]([CH3:21])([CH3:22])[Cl:23].[CH2:24]1[O:25][CH2:26][CH2:27][CH2:28]1.[Cl:1][c:2]1[cH:3][c:4]([F:10])[c:5]([CH2:8][OH:9])[cH:6][cH:7]1.[nH:11]1[cH:12][cH:13][n:14][cH:15]1>>[Cl:1][c:2]1[cH:3][c:4]([F:10])[c:5]([CH2:8][O:9][Si:20]([C:16]([CH3:17])([CH3:18])[CH3:19])([CH3:21])[CH3:22])[cH:6][cH:7]1. The reactants are ClC1=CC=C(C=C1)N1C(CN(CC1)C([C@@H](C(C)C)NC(OC(C)(C)C)=O)=O)(C)C ((R)-tert-butyl 1-(4-(4-chlorophenyl)-3,3-dimethylpiperazin-1-yl)-3-methyl-1-oxobutan-2-ylcarbamate). The solvent is O1CCOCC1 (dioxane). Yields the product Cl.N[C@@H](C(=O)N1CC(N(CC1)C1=CC=C(C=C1)Cl)(C)C)C(C)C ((R)-2-Amino-1-(4-(4-chlorophenyl)-3,3-dimethylpiperazin-1-yl)-3-methylbutan-1-one hydrochloride). Reaction SMILES: [Cl:1][C:2]1[CH:7]=[CH:6][C:5]([N:8]2[CH2:13][CH2:12][N:11]([C:14](=[O:27])[C@H:15]([NH:19]C(=O)OC(C)(C)C)[CH:16]([CH3:18])[CH3:17])[CH2:10][C:9]2([CH3:29])[CH3:28])=[CH:4][CH:3]=1>O1CCOCC1>[ClH:1].[NH2:19][C@H:15]([CH:16]([CH3:18])[CH3:17])[C:14]([N:11]1[CH2:12][CH2:13][N:8]([C:5]2[CH:6]=[CH:7][C:2]([Cl:1])=[CH:3][CH:4]=2)[C:9]([CH3:28])([CH3:29])[CH2:10]1)=[O:27] |f:2.3|. Procedure: To a solution of 1-(4-chlorophenyl)-2,2-dimethylpiperazine (0.76 g, 3.38 mmol) in DMF (10 mL), was added (R)-2-(tert-butoxycarbonylamino)-3-methylbutanoic acid (0.735 g, 3.38 mmol), BOP (1.496 g, 3.38 mmol) and DIPEA (0.588 mL, 3.38 mmol). The mixture was stirred at rt for 2 h, quenched with aq. NaHCO3, extracted with EtOAc, and washed with brine. The organic layer was dried over Na2SO4, filtered and concentrated. The residue was purified by a flash column chromatography using 30% EtOAc in hexan... Reactants: [Li+].[BH4-] (LiBH4), C(C)(C)(C)OC(=O)N1C(=C(C=C1)C1=CC=C(C=C1)I)C=O (N-tert-Butoxycarbonyl-2-formyl-3-(4-iodophenyl)pyrrole), hexanes ethyl acetate. Solvent: C1CCOC1 (THF). The product is C(C)(C)(C)OC(=O)N1C(=C(C=C1)C1=CC=C(C=C1)I)CO (N-tert-Butoxycarbonyl-2-hydroxymethyl-3-(4-iodophenyl)pyrrole). The yield is 82.7%. Reaction SMILES: [C:1]([O:5][C:6]([N:8]1[CH:12]=[CH:11][C:10]([C:13]2[CH:18]=[CH:17][C:16]([I:19])=[CH:15][CH:14]=2)=[C:9]1[CH:20]=[O:21])=[O:7])([CH3:4])([CH3:3])[CH3:2].[Li+].[BH4-]>C1COCC1>[C:1]([O:5][C:6]([N:8]1[CH:12]=[CH:11][C:10]([C:13]2[CH:14]=[CH:15][C:16]([I:19])=[CH:17][CH:18]=2)=[C:9]1[CH2:20][OH:21])=[O:7])([CH3:4])([CH3:2])[CH3:3] |f:1.2|. Procedure: A solution of 6 (400 mg, 1.0 mmol) in anhydrous THF (12 mL) under argon was cooled to −20 to −25° C. and LiBH4 (55 mg, 2.5 mmol) was added in portions. The reaction was monitored by TLC (silica, hexanes/ethyl acetate (4:1)), and when no starting material was detected (20-25 min), the reaction was quenched with cold water (30 mL). The aqueous layer was extracted with CH2Cl2 and the organic layer was dried (Na2SO4), concentrated, and purified by flash column chromatography [silica, hexanes/ethyl a...